This data is from the Open Reaction Database (ORD), a public repository of structured organic reaction records. The task is: describe an organic reaction: reactants, conditions, products, and yield Reactants: N1(C=NC=C1)C1=CC=C(N)C=C1 (4-(imidazol-1-yl)aniline), N=1N=CN(C1)C=1C=C2C(=CNC2=CC1)CCO (2-[5-(1,2,4-triazol-4-yl)-1H-indol-3-yl]ethyl alcohol), D6. The solvent is CS(=O)C (DMSO). Product: N1(C=NC=C1)C=1C=C2C(=CNC2=CC1)CCO (2-[5-(Imidazol-1-yl)-1H-indol-3-yl]ethyl alcohol). As a reaction SMILES: [N:1]1([C:6]2[CH:12]=[CH:11][C:9]([NH2:10])=[CH:8][CH:7]=2)[CH:5]=[CH:4][N:3]=[CH:2]1.N1N=CN(C2C=[C:20]3C(=CC=2)NC=[C:21]3[CH2:27][CH2:28][OH:29])C=1>CS(C)=O>[N:1]1([C:6]2[CH:12]=[C:11]3[C:9](=[CH:8][CH:7]=2)[NH:10][CH:20]=[C:21]3[CH2:27][CH2:28][OH:29])[CH:5]=[CH:4][N:3]=[CH:2]1. Procedure details: Prepared from 4-(imidazol-1-yl)aniline (EP497512) as described for Intermediate 3, δ (360 MHz, D6 -DMSO) 2.87 (2H, t, J=7.2 Hz, CH2), 3.64-3.70 (1H, m, CH2 --OH), 4.61 (1H, t, J=5.3 Hz, OH), 7.08 (1H, s, Ar--H), 7.25-7.27 (2H, m, Ar--H), 7.44 (1H, d, J=8.8 Hz, Ar--H), 7.64 (1H, d, J=2.5 Hz, Ar--H), 7.70 (1H, d, J=2.1 Hz, Ar--H), 8.11 (1H, s, Ar--H), 11.00 (1H, s, NH), m/e 228 (M+1)+.